This data is from the Open Reaction Database (ORD), a public repository of structured organic reaction records. The task is: describe an organic reaction: reactants, conditions, products, and yield Reactants: [BH4-], CO, ClCCl, [Na+], O=Cc1cnc2cc3c(cc2c1)CC1(C3)C(=O)Nc2ncccc21. Yields the product O=C1Nc2ncccc2C12Cc1cc3cc(CO)cnc3cc1C2. As a reaction SMILES: [BH4-:25].[CH3:27][OH:28].[Cl:29][CH2:30][Cl:31].[Na+:26].[O:1]=[C:2]1[NH:3][c:4]2[n:5][cH:6][cH:7][cH:8][c:9]2[C:10]12[CH2:11][c:12]1[c:13]([cH:14][c:15]3[cH:16][c:17]([CH:22]=[O:23])[cH:18][n:19][c:20]3[cH:21]1)[CH2:24]2>>[O:1]=[C:2]1[NH:3][c:4]2[n:5][cH:6][cH:7][cH:8][c:9]2[C:10]12[CH2:11][c:12]1[c:13]([cH:14][c:15]3[cH:16][c:17]([CH2:22][OH:23])[cH:18][n:19][c:20]3[cH:21]1)[CH2:24]2. Starting materials: ClC=1C=C(C(=C2C(=NC(=NC12)OC)OC)OC)OC (8-chloro-2,4,5,6-tetramethoxyquinazoline), NN (hydrazine). The solvent is CO (methanol). Yields the product ClC=1C=C(C(=C2C(=NC(=NC12)OC)NN)OC)OC (8-Chloro-4-hydrazino-2,5,6-trimethoxyquinazoline). The yield is 66.7%. Reaction SMILES: [Cl:1][C:2]1[CH:3]=[C:4]([O:18][CH3:19])[C:5]([O:16][CH3:17])=[C:6]2[C:11]=1[N:10]=[C:9]([O:12][CH3:13])[N:8]=[C:7]2OC.[NH2:20][NH2:21]>CO>[Cl:1][C:2]1[CH:3]=[C:4]([O:18][CH3:19])[C:5]([O:16][CH3:17])=[C:6]2[C:11]=1[N:10]=[C:9]([O:12][CH3:13])[N:8]=[C:7]2[NH:20][NH2:21]. Procedure: A mixture of 8-chloro-2,4,5,6-tetramethoxyquinazoline (1.0 g, 0.0035 moles), anhydrous hydrazine (5 ml, 0.16 moles) and methanol (50 ml) was stirred at reflux for 0.5 hours. The solvent was removed in vacuo and the residue was recrystallized from methanol. The resulting crystals were washed with methanol (20 ml) and dried under vacuum at 50° C. to afford the product (0.665 g), mp 166°-168° C.